Dataset: the Open Reaction Database (ORD), a public repository of structured organic reaction records. Task: describe an organic reaction: reactants, conditions, products, and yield Reactants: CCO, CC(CN1C(=O)c2ccccc2C1=O)CC(F)(F)F, Cl, NN, O. Product: CC(CN)CC(F)(F)F, Cl. As a reaction SMILES: [CH3:24][CH2:25][OH:26].[CH3:4][CH:5]([CH2:6][N:7]1[C:8](=[O:9])[c:10]2[c:11]([cH:12][cH:13][cH:14][cH:15]2)[C:16]1=[O:17])[CH2:18][C:19]([F:20])([F:21])[F:22].[ClH:23].[NH2:2][NH2:3].[OH2:1]>>[CH3:4][CH:5]([CH2:6][NH2:7])[CH2:18][C:19]([F:20])([F:21])[F:22].[ClH:23]. Reactants: C(C1=CC=CC=C1)OC1=CC=C(C=C1)OC1=CC=CC(=C1)NC(C)C (1-benzyloxy-4-[5-(1-methylethyl)aminophenoxy]benzene), [H][H] (hydrogen). Reagents/catalysts: [Pd] (palladium on carbon). Solvent: C(C)(=O)O (acetic acid). Reaction conditions: time 0.5 hour. Product: CC(C)NCCCCCOC1=CC=C(C=C1)O (4-[5-(1-methylethyl)aminopentoxy]phenol). Yield: 76.1%. RXN SMILES: C([O:8][C:9]1[CH:14]=[CH:13][C:12]([O:15][C:16]2C=[C:20]([NH:22][CH:23]([CH3:25])[CH3:24])[CH:19]=[CH:18][CH:17]=2)=[CH:11][CH:10]=1)C1C=CC=CC=1.[H][H]>C(O)(=O)C.[Pd]>[CH3:25][CH:23]([NH:22][CH2:20][CH2:19][CH2:18][CH2:17][CH2:16][O:15][C:12]1[CH:13]=[CH:14][C:9]([OH:8])=[CH:10][CH:11]=1)[CH3:24]. Procedure: A solution of 1-benzyloxy-4-[5-(1-methylethyl)aminophenoxy]benzene (24 g) in acetic acid (250 ml) was hydrogenated over 1 g 10% palladium on carbon. After shaking for 0.5 hours at room temperature, the theoretical amount of hydrogen was taken up. The solvent was removed by distillation in vacuo and the residue dissolved in water. The solution was basified with saturated sodium bicarbonate solution and the product was recovered by filtration to give 13.0 g (75%) of 4-[5-(1-methylethyl)aminopentox... Reactants: C(#CC(=O)OC)C(=O)OC (dimethyl acetylenedicarboxylate), Cl (hydrochloric acid), Cl.C1(=CC=CC=C1)C(=O)C(C1=CC=CC=C1)N (desyl amine hydrochloride), C(#CC(=O)OC)C(=O)OC (dimethyl acetylenedicarboxylate), C(C)(=O)[O-].[Na+] (sodium acetate), [Na] (sodium). The solvent is O (water), CO (methanol). Conditions: time 2 hour. Product: C1(=CC=CC=C1)C=1C(=C(NC1C1=CC=CC=C1)C(=O)OC)C(=O)OC (Dimethyl 4,5-diphenylpyrrole-2,3-dicarboxylate). Isolated yield 63.0%. As a reaction SMILES: Cl.[C:2]1([C:8]([CH:10]([NH2:17])[C:11]2[CH:16]=[CH:15][CH:14]=[CH:13][CH:12]=2)=O)[CH:7]=[CH:6][CH:5]=[CH:4][CH:3]=1.[C:18]([C:24]([O:26][CH3:27])=[O:25])#[C:19][C:20]([O:22][CH3:23])=[O:21].C([O-])(=O)C.[Na+].Cl.[Na]>O.CO>[C:2]1([C:8]2[C:18]([C:24]([O:26][CH3:27])=[O:25])=[C:19]([C:20]([O:22][CH3:23])=[O:21])[NH:17][C:10]=2[C:11]2[CH:16]=[CH:15][CH:14]=[CH:13][CH:12]=2)[CH:7]=[CH:6][CH:5]=[CH:4][CH:3]=1 |f:0.1,3.4,^1:33|. Procedure: In a 2 l RB 3-neck flask with mechanical stirrer and condenser was placed 76.7 g (0.31 mole) of desyl amine hydrochloride [Pschorr et al, Chem. Ber., 35, 2740 (1902)], 750 ml methanol, 88 g (0.62 mole) dimethyl acetylenedicarboxylate (freshly distilled) and 61 g (0.75 mole) anhydrous sodium acetate. The mixture was heated at reflux for two hours. Then another 44 g (0.31 mole) of dimethyl acetylenedicarboxylate was added, and heating continued another two hours. While the reaction mixture was sti... The reactants are C([O-])([O-])=O (carbonate), N=C=N (carbodiimide), solution, C(C)(C)(C)OC(=O)N1CCC(CC1)C(=O)O (1-(tert-butoxycarbonyl)piperidine-4-carboxylic acid), mixture, OC1=CC=CC=2NN=NC21 (hydroxybenzotriazole), NCCC1N(CCCC1NC1=NC=CC(=N1)N1CCCCCC1)C1CCCCC1 (N-[(2RS,3SR)-2-(2-aminoethyl)-1-cyclohexylpiperidin-3-yl]-4-azepan-1-ylpyrimidin-2-amine). Solvent: CN(C=O)C (dimethylformamide), CN(C=O)C (dimethylformamide), ClCCl (dichloromethane), ClCCl (dichloromethane), ClCCl (dichloromethane). Reaction conditions: time 8 hour. The product is N1(CCCCCC1)C1=NC(=NC=C1)NC1C(N(CCC1)C1CCCCC1)CCNC(=O)C1CCN(CC1)C(=O)OC(C)(C)C (tert-butyl 4-{[(2-{(2RS,3SR)-3-[(4-azepan-1-ylpyrimidin-2-yl)amino]-1-cyclohexylpiperidin-2-yl}ethyl)amino]carbonyl}piperidine-1-carboxylate). As a reaction SMILES: [NH2:1][CH2:2][CH2:3][CH:4]1[CH:9]([NH:10][C:11]2[N:16]=[C:15]([N:17]3[CH2:23][CH2:22][CH2:21][CH2:20][CH2:19][CH2:18]3)[CH:14]=[CH:13][N:12]=2)[CH2:8][CH2:7][CH2:6][N:5]1[CH:24]1[CH2:29][CH2:28][CH2:27][CH2:26][CH2:25]1.N=C=N.[C:33]([O:37][C:38]([N:40]1[CH2:45][CH2:44][CH:43]([C:46](O)=[O:47])[CH2:42][CH2:41]1)=[O:39])([CH3:36])([CH3:35])[CH3:34].OC1C2N=NNC=2C=CC=1.C(=O)([O-])[O-]>ClCCl.CN(C)C=O>[N:17]1([C:15]2[CH:14]=[CH:13][N:12]=[C:11]([NH:10][CH:9]3[CH2:8][CH2:7][CH2:6][N:5]([CH:24]4[CH2:29][CH2:28][CH2:27][CH2:26][CH2:25]4)[CH:4]3[CH2:3][CH2:2][NH:1][C:46]([CH:43]3[CH2:44][CH2:45][N:40]([C:38]([O:37][C:33]([CH3:36])([CH3:35])[CH3:34])=[O:39])[CH2:41][CH2:42]3)=[O:47])[N:16]=2)[CH2:23][CH2:22][CH2:21][CH2:20][CH2:19][CH2:18]1. Reported procedure: N-[(2RS,3SR)-2-(2-aminoethyl)-1-cyclohexylpiperidin-3-yl]-4-azepan-1-ylpyrimidin-2-amine (63 mg) was dissolved in dichloromethane (3 mL), PS-carbodiimide (327 mg) was added and then 0.5 M of a solution (0.47 mL) of 1-(tert-butoxycarbonyl)piperidine-4-carboxylic acid in dimethylformamide:dichloromethane=1:1 and 0.5 M of a mixture solution (0.53 mL) of hydroxybenzotriazole in dimethylformamide:dichloromethane=1:1 were added and stirred at room temperature for overnight. MP-carbonate (271 mg) was a... Starting materials: ClC1=NC=CC(=C1)OC1=CC(=C(C=C1F)NC(=O)C1=CN(C=C(C1=O)C1=CC=C(C=C1)F)C)F (N-(4-((2-chloropyridin-4-yl)oxy)-2,5-difluorophenyl)-5-(4-fluorophenyl)-1-methyl-4-oxo-1,4-dihydropyridine-3-carboxamide), CN1N=CC(=C1)B(O)O (1-methyl-pyrazole-4-boronic acid), C(=O)([O-])[O-].[K+].[K+] (K2CO3). Reagents/catalysts: C=1C=CC(=CC1)[P](C=2C=CC=CC2)(C=3C=CC=CC3)[Pd]([P](C=4C=CC=CC4)(C=5C=CC=CC5)C=6C=CC=CC6)([P](C=7C=CC=CC7)(C=8C=CC=CC8)C=9C=CC=CC9)[P](C=1C=CC=CC1)(C=1C=CC=CC1)C=1C=CC=CC1 (Pd(PPh3)4). Solvent: O1CCOCC1 (dioxane), O (H2O). Run at temperature 80 celsius. Yields the product FC1=C(C=C(C(=C1)OC1=CC(=NC=C1)C=1C=NN(C1)C)F)NC(=O)C1=CN(C=C(C1=O)C1=CC=C(C=C1)F)C (N-(2,5-difluoro-4-((2-(1-methyl-1H-pyrazol-4-yl)pyridin-4-yl)oxy)phenyl)-5-(4-fluorophenyl)-1-methyl-4-oxo-1,4-dihydropyridine-3-carboxamide). Yield: 87.7%. Reaction SMILES: Cl[C:2]1[CH:7]=[C:6]([O:8][C:9]2[C:14]([F:15])=[CH:13][C:12]([NH:16][C:17]([C:19]3[C:24](=[O:25])[C:23]([C:26]4[CH:31]=[CH:30][C:29]([F:32])=[CH:28][CH:27]=4)=[CH:22][N:21]([CH3:33])[CH:20]=3)=[O:18])=[C:11]([F:34])[CH:10]=2)[CH:5]=[CH:4][N:3]=1.[CH3:35][N:36]1[CH:40]=[C:39](B(O)O)[CH:38]=[N:37]1.C([O-])([O-])=O.[K+].[K+]>O1CCOCC1.O.C1C=CC([P]([Pd]([P](C2C=CC=CC=2)(C2C=CC=CC=2)C2C=CC=CC=2)([P](C2C=CC=CC=2)(C2C=CC=CC=2)C2C=CC=CC=2)[P](C2C=CC=CC=2)(C2C=CC=CC=2)C2C=CC=CC=2)(C2C=CC=CC=2)C2C=CC=CC=2)=CC=1>[F:34][C:11]1[CH:10]=[C:9]([O:8][C:6]2[CH:5]=[CH:4][N:3]=[C:2]([C:39]3[CH:38]=[N:37][N:36]([CH3:35])[CH:40]=3)[CH:7]=2)[C:14]([F:15])=[CH:13][C:12]=1[NH:16][C:17]([C:19]1[C:24](=[O:25])[C:23]([C:26]2[CH:31]=[CH:30][C:29]([F:32])=[CH:28][CH:27]=2)=[CH:22][N:21]([CH3:33])[CH:20]=1)=[O:18] |f:2.3.4,^1:60,62,81,100|. Reported procedure: N-(4-((2-chloropyridin-4-yl)oxy)-2,5-difluorophenyl)-5-(4-fluorophenyl)-1-methyl-4-oxo-1,4-dihydropyridine-3-carboxamide (0.125 g, 0.221 mmol) was combined with 1-methyl-pyrazole-4-boronic acid (0.058 g, 0.277 mmol) and K2CO3 (0.092 g, 0.664 mmol) in dioxane (2 mL) and H2O (0.333 mL), the mixture sparged with argon, treated with Pd(PPh3)4 (0.013 g, 0.011 mmol), sparged again with argon, and heated to 80° C. overnight. The mixture was cooled to RT, diluted with EtOAc, washed with H2O, then brine,... Procedure: The starting material is prepared as follows: 3.8 g of 3-chloro-6-o-tolyl-benzonitrile (described in Example 3) is brominated as described in Example 2, and the residue dissolved in 25 ml of methylene chloride. The solution is added slowly to that of 14 g of liquid dimethylamine in 100 ml of methylene chloride while stirring at 0°. The mixture is stirred at room temperature for 16 hours, evaporated and the residue stirred with diethyl ether and 1 N hydrochloric acid. The aqueous phase is separat... The reactants are liquid, CNC (dimethylamine), ClC=1C=C(C#N)C(=CC1)C1=C(C=CC=C1)C (3-chloro-6-o-tolyl-benzonitrile). Product: ClC=1C=C(C#N)C(=CC1)C1=C(C=CC=C1)CN(C)C (3-chloro-6-(o-dimethylaminomethyl-phenyl)-benzonitrile). As a reaction SMILES: [Cl:1][C:2]1[CH:3]=[C:4]([C:7]([C:10]2[CH:15]=[CH:14][CH:13]=[CH:12][C:11]=2[CH3:16])=[CH:8][CH:9]=1)[C:5]#[N:6].[CH3:17][NH:18][CH3:19]>C(Cl)Cl>[Cl:1][C:2]1[CH:3]=[C:4]([C:7]([C:10]2[CH:15]=[CH:14][CH:13]=[CH:12][C:11]=2[CH2:16][N:18]([CH3:19])[CH3:17])=[CH:8][CH:9]=1)[C:5]#[N:6]. Run in C(Cl)Cl (methylene chloride), C(Cl)Cl (methylene chloride). The reactants are Cl.NC1=C(C#N)C(=CC(=N1)C1=C(C=CC=C1O)OCC1CC1)C1CNCCC1 (2-amino-6-[2-(cyclopropylmethoxy)-6-hydroxyphenyl]-4-(3-piperidinyl)nicotinonitrile hydrochloride), C=O (formaldehyde), C(#N)[BH3-].[Na+] (sodium cyanoborohydride). Solvent: CO (MeOH). Reaction conditions: time 2 hour. The product is NC1=C(C#N)C(=CC(=N1)C1=C(C=CC=C1O)OCC1CC1)C1CN(CCC1)C (2-amino-6-[2-(cyclopropylmethoxy)-6-hydroxyphenyl]-4-(1-methyl-3-piperidinyl)nicotinonitrile). Yield: 15.0%. As a reaction SMILES: Cl.[NH2:2][C:3]1[N:10]=[C:9]([C:11]2[C:16]([OH:17])=[CH:15][CH:14]=[CH:13][C:12]=2[O:18][CH2:19][CH:20]2[CH2:22][CH2:21]2)[CH:8]=[C:7]([CH:23]2[CH2:28][CH2:27][CH2:26][NH:25][CH2:24]2)[C:4]=1[C:5]#[N:6].C=O.[C:31]([BH3-])#N.[Na+]>CO>[NH2:2][C:3]1[N:10]=[C:9]([C:11]2[C:16]([OH:17])=[CH:15][CH:14]=[CH:13][C:12]=2[O:18][CH2:19][CH:20]2[CH2:21][CH2:22]2)[CH:8]=[C:7]([CH:23]2[CH2:28][CH2:27][CH2:26][N:25]([CH3:31])[CH2:24]2)[C:4]=1[C:5]#[N:6] |f:0.1,3.4|. Procedure: To a stirred solution of 2-amino-6-[2-(cyclopropylmethoxy)-6-hydroxyphenyl]-4-(3-piperidinyl)nicotinonitrile hydrochloride (200.0 mg, 0.50 mmol) in MeOH were added formaldehyde (0.5 mL) and sodium cyanoborohydride (40.8 mg, 0.65 mmol) and stirred for 2 hrs at room temperature. The reaction was quenched by an addition of water, extracted with ethyl acetate, dried over MgSO4, filtered and evaporated. The residue was triturated with hexane and dried. The crude product was purified by preparative si... Starting materials: CO, Cl, [Na+], [OH-], COC(=O)c1ccc(-c2cccc(OC)c2)cc1NC(=O)c1cc(C2CCN(C)CC2)ccc1O. The product is COc1cccc(-c2ccc(C(=O)O)c(NC(=O)c3cc(C4CCN(C)CC4)ccc3O)c2)c1. As a reaction SMILES: [CH3:39][OH:40].[ClH:38].[Na+:2].[OH-:1].[OH:3][c:4]1[c:5]([C:6](=[O:7])[NH:8][c:9]2[c:10]([C:11](=[O:12])[O:13][CH3:14])[cH:15][cH:16][c:17](-[c:19]3[cH:20][c:21]([O:25][CH3:26])[cH:22][cH:23][cH:24]3)[cH:18]2)[cH:27][c:28]([CH:31]2[CH2:32][CH2:33][N:34]([CH3:37])[CH2:35][CH2:36]2)[cH:29][cH:30]1>>[OH:3][c:4]1[c:5]([C:6](=[O:7])[NH:8][c:9]2[c:10]([C:11](=[O:12])[OH:13])[cH:15][cH:16][c:17](-[c:19]3[cH:20][c:21]([O:25][CH3:26])[cH:22][cH:23][cH:24]3)[cH:18]2)[cH:27][c:28]([CH:31]2[CH2:32][CH2:33][N:34]([CH3:37])[CH2:35][CH2:36]2)[cH:29][cH:30]1. Starting materials: CN(C)CC=CC(=O)O, Clc1ccc(Nc2ncnc3sc4c(c23)CNC4)cc1Cl, Cl. The product is CN(C)CC=CC(=O)N1Cc2sc3ncnc(Nc4ccc(Cl)c(Cl)c4)c3c2C1. As a reaction SMILES: [CH3:23][N:24]([CH2:25][CH:26]=[CH:27][C:28](=[O:29])[OH:30])[CH3:31].[Cl:1][c:2]1[cH:3][c:4]([NH:9][c:10]2[c:11]3[c:12]([n:13][cH:14][n:15]2)[s:16][c:17]2[c:18]3[CH2:19][NH:20][CH2:21]2)[cH:5][cH:6][c:7]1[Cl:8].[ClH:22]>>[Cl:1][c:2]1[cH:3][c:4]([NH:9][c:10]2[c:11]3[c:12]([n:13][cH:14][n:15]2)[s:16][c:17]2[c:18]3[CH2:19][N:20]([C:28]([CH:27]=[CH:26][CH2:25][N:24]([CH3:23])[CH3:31])=[O:29])[CH2:21]2)[cH:5][cH:6][c:7]1[Cl:8]. Reactants: ClC=1C=CC(=C(C1)O)[N+](=O)[O-] (5-chloro-2-nitrophenol), BrCC(=C)C1=CC=CC=C1 (1-bromo-2-phenyl-2-propene), C([O-])([O-])=O.[K+].[K+] (potassium carbonate). Run in CN(C=O)C (dimethylformamide), O (water). The product is ClC1=CC(=C(C=C1)[N+](=O)[O-])OCC=CC1=CC=CC=C1 (4-chloro-1-nitro-2-(phenyl-2-propenyloxy)benzene). RXN SMILES: [Cl:1][C:2]1[CH:3]=[CH:4][C:5]([N+:9]([O-:11])=[O:10])=[C:6]([OH:8])[CH:7]=1.BrC[C:14]([C:16]1[CH:21]=[CH:20][CH:19]=[CH:18][CH:17]=1)=[CH2:15].[C:22](=O)([O-])[O-].[K+].[K+]>CN(C)C=O.O>[Cl:1][C:2]1[CH:3]=[CH:4][C:5]([N+:9]([O-:11])=[O:10])=[C:6]([O:8][CH2:22][CH:15]=[CH:14][C:16]2[CH:17]=[CH:18][CH:19]=[CH:20][CH:21]=2)[CH:7]=1 |f:2.3.4|. Reported procedure: A solution of 5-chloro-2-nitrophenol (7 g) in dimethylformamide (40 ml) was stirred at room temperature with 1-bromo-2-phenyl-2-propene (8 ml) and potassium carbonate (5.5 g) for 18 h. The reaction mixture was diluted with water (200 ml) was extracted with ether (100 ml). The ether was washed with water (3×100 ml). The solvent was removed under reduced pressure and the residue was crystallized from hexanes. The yellow solid (8.6 g) was the desired product. m.p. 74.5°-75.5° C.